This data is from the Open Reaction Database (ORD), a public repository of structured organic reaction records. The task is: describe an organic reaction: reactants, conditions, products, and yield Starting materials: CC(C)(C)[Si](C1=NN(C(=C1)O)C)(C)C (3-[(1,1-Dimethylethyl)dimethylsilyl]-1-methyl-1H-pyrazol-5-ol), ClC=1N=NC=C(C1)OC (3-chloro-5-methoxypyridazine), N1=C(C=CC=C1C)C (2,6-lutidine). Run in C=1(C(=CC=CC1)C)C (xylene). Yields the product CC(C)(C)[Si](C1=NN(C(=C1)OC=1N=NC=C(C1)OC)C)(C)C (3-[[3-[(1,1-dimethylethyl)dimethylsilyl]-1-methyl-1H-pyrazol-5-yl]oxy]-5-methoxypyridazine). Isolated yield 25.8%. Reaction SMILES: [CH3:1][C:2]([Si:5]([CH3:14])([CH3:13])[C:6]1[CH:10]=[C:9]([OH:11])[N:8]([CH3:12])[N:7]=1)([CH3:4])[CH3:3].Cl[C:16]1[N:17]=[N:18][CH:19]=[C:20]([O:22][CH3:23])[CH:21]=1.N1C(C)=CC=CC=1C>C1(C)C(C)=CC=CC=1>[CH3:4][C:2]([Si:5]([CH3:14])([CH3:13])[C:6]1[CH:10]=[C:9]([O:11][C:16]2[N:17]=[N:18][CH:19]=[C:20]([O:22][CH3:23])[CH:21]=2)[N:8]([CH3:12])[N:7]=1)([CH3:1])[CH3:3]. Procedure: 3-[(1,1-Dimethylethyl)dimethylsilyl]-1-methyl-1H-pyrazol-5-ol (0.48 g, 0.0023 mole), 3-chloro-5-methoxypyridazine (0.36 g, 0.00249 mole) and 2,6-lutidine (0.396 mL, 0.003396 moles) were refluxed under N2 in xylene (20 mL) for 18 hours. The mixture was then filtered through silica gel with ethyl acetate and evaporated in vacuo. The crude compound was purified by reverse phase chromatography to give 3-[[3-[(1,1-dimethylethyl)dimethylsilyl]-1-methyl-1H-pyrazol-5-yl]oxy]-5-methoxypyridazine (0.19 g,... The reactants are O=C(O)c1cc2cc(F)ccc2n1Cc1cccc(F)c1, CN(C)c1ncc(N)cc1C(F)(F)F. Product: CN(C)c1ncc(NC(=O)c2cc3cc(F)ccc3n2Cc2cccc(F)c2)cc1C(F)(F)F. As a reaction SMILES: [F:1][c:2]1[cH:3][c:4]2[cH:5][c:6]([C:19](=[O:20])[OH:21])[n:7]([CH2:11][c:12]3[cH:13][c:14]([F:18])[cH:15][cH:16][cH:17]3)[c:8]2[cH:9][cH:10]1.[NH2:22][c:23]1[cH:24][n:25][c:26]([N:33]([CH3:34])[CH3:35])[c:27]([C:29]([F:30])([F:31])[F:32])[cH:28]1>>[F:1][c:2]1[cH:3][c:4]2[cH:5][c:6]([C:19](=[O:20])[NH:22][c:23]3[cH:24][n:25][c:26]([N:33]([CH3:34])[CH3:35])[c:27]([C:29]([F:30])([F:31])[F:32])[cH:28]3)[n:7]([CH2:11][c:12]3[cH:13][c:14]([F:18])[cH:15][cH:16][cH:17]3)[c:8]2[cH:9][cH:10]1.